Dataset: the Open Reaction Database (ORD), a public repository of structured organic reaction records. Task: describe an organic reaction: reactants, conditions, products, and yield Reported procedure: A mixture of methyl 6-(benzenesulphonylmethyl)-3-bromo-2-methoxybenzoate (Intermediate 65, 1.31 g) and potassium phosphate (2.02 g) in THF (9 ml) and water (4.5 ml) was degassed and palladium chloride dppf adduct with DCM (0.134 g) and triethyl borane (1M solution in THF, 4.6 ml) were added. The mixture was stirred and heated in the microwave at 140° C. for 18 minutes. The mixture was partitioned between ethyl acetate and water and the organic layer was separated, dried (Na2SO4) and filtered. Th... Run at temperature 140 celsius. Reactants: C1(=CC=CC=C1)S(=O)(=O)CC1=CC=C(C(=C1C(=O)OC)OC)Br (methyl 6-(benzenesulphonylmethyl)-3-bromo-2-methoxybenzoate), C1(=CC=CC=C1)S(=O)(=O)CC1=CC=C(C(=C1C(=O)OC)OC)Br (methyl 6-(benzenesulphonylmethyl)-3-bromo-2-methoxybenzoate), P(=O)([O-])([O-])[O-].[K+].[K+].[K+] (potassium phosphate), C1CCOC1 (THF). The product is C1(=CC=CC=C1)S(=O)(=O)CC1=CC=C(C(=C1C(=O)OC)OC)CC (methyl 6-(benzenesulphonylmethyl)-3-ethyl-2-methoxybenzoate). Solvent: O (water). Reaction SMILES: [C:1]1([S:7]([CH2:10][C:11]2[C:16]([C:17]([O:19][CH3:20])=[O:18])=[C:15]([O:21][CH3:22])[C:14](Br)=[CH:13][CH:12]=2)(=[O:9])=[O:8])[CH:6]=[CH:5][CH:4]=[CH:3][CH:2]=1.P([O-])([O-])([O-])=O.[K+].[K+].[K+].[CH2:32]1COC[CH2:33]1>O>[C:1]1([S:7]([CH2:10][C:11]2[C:16]([C:17]([O:19][CH3:20])=[O:18])=[C:15]([O:21][CH3:22])[C:14]([CH2:32][CH3:33])=[CH:13][CH:12]=2)(=[O:9])=[O:8])[CH:6]=[CH:5][CH:4]=[CH:3][CH:2]=1 |f:1.2.3.4|. Reaction conditions: temperature 70 celsius. Yield: 19.1%. Procedure details: To a stirred suspension of 6-chloro-N-(3-methyl-1H-pyrazol-5-yl)-2-(methylsulfonyl)pyrimidin-4-amine (2.02 g, 7.03 mmol) in tert-butanol (20 ml) was added 2-methylquinoline-6-thiol (1.23 g, 7.03 mmol). The mixture was heated to 70° C. for 4 hours, then cooled to ambient and diluted with ethyl acetate/saturated aqueous potassium carbonate. The mixture was filtered to remove unreacted starting material and the organic layer removed form the filtrate. The aqueous layer was extracted with ethyl acet... As a reaction SMILES: [Cl:1][C:2]1[N:7]=[C:6]([S:8]([CH3:11])(=O)=O)[N:5]=[C:4]([NH:12][C:13]2[NH:17][N:16]=[C:15]([CH3:18])[CH:14]=2)[CH:3]=1.[CH3:19][C:20]1[CH:29]=[CH:28][C:27]2[C:22](=[CH:23][CH:24]=C(S)[CH:26]=2)[N:21]=1>C(O)(C)(C)C.C(OCC)(=O)C>[CH3:19][C:20]1[CH:29]=[CH:28][C:27]2[C:22](=[CH:23][CH:24]=[C:11]([S:8][C:6]3[N:5]=[C:4]([NH:12][C:13]4[NH:17][N:16]=[C:15]([CH3:18])[CH:14]=4)[CH:3]=[C:2]([Cl:1])[N:7]=3)[CH:26]=2)[N:21]=1. Starting materials: ClC1=CC(=NC(=N1)S(=O)(=O)C)NC1=CC(=NN1)C (6-chloro-N-(3-methyl-1H-pyrazol-5-yl)-2-(methylsulfonyl)pyrimidin-4-amine), CC1=NC2=CC=C(C=C2C=C1)S (2-methylquinoline-6-thiol). Solvent: C(C)(C)(C)O (tert-butanol), C(C)(=O)OCC (ethyl acetate). Product: CC1=NC2=CC=C(C=C2C=C1)SC1=NC(=CC(=N1)NC1=CC(=NN1)C)Cl (2-(2-methylquinolin-6-ylthio)-6-chloro-N-(3-methyl-1H-pyrazol-5-yl)pyrimidin-4-amine).